The task is: describe an organic reaction: reactants, conditions, products, and yield. This data is from the Open Reaction Database (ORD), a public repository of structured organic reaction records. Reactants: C1=CC=CC=2C3=CC=CC=C3C(C12)COC(=O)N[C@@H](C(C)C)C(=O)N(C)[C@H]([C@@H](CC(=O)N1[C@@H](CCC1)[C@@H]([C@H](C(=O)N[C@@H]([C@H](C1=CC=CC=C1)O)C)C)OC)OC)[C@H](CC)C (N˜2˜-[(9H-fluoren-9-ylmethoxy)carbonyl]-N-[(3R,4S,5S)-1-{(2S)-2-[(1R,2R)-3-{[(1S,2R)-1-hydroxy-1-phenylpropan-2-yl]amino}-1-methoxy-2-methyl-3-oxopropyl]pyrrolidin-1-yl}-3-methoxy-5-methyl-1-oxoheptan-4-yl]-N-methyl-L-valinamide), C1CCOC1.C(C)NCC (THF diethylamine). Reaction conditions: time 4 hour. Product: O[C@H]([C@@H](C)NC([C@@H]([C@@H](OC)[C@H]1N(CCC1)C(C[C@H]([C@H]([C@H](CC)C)N(C([C@@H](N)C(C)C)=O)C)OC)=O)C)=O)C1=CC=CC=C1 (N-[(3R,4S,5S)-1-{(2S)-2-[(1R,2R)-3-{[(1S,2R)-1-hydroxy-1-phenylpropan-2-yl]amino}-1-methoxy-2-methyl-3-oxopropyl]pyrrolidin-1-yl}-3-methoxy-5-methyl-1-oxoheptan-4-yl]-N-methyl-L-valinamide). Isolated yield 43.2%. Reaction SMILES: C1C2C(COC([NH:18][C@H:19]([C:23]([N:25]([C@@H:27]([C@@H:57]([CH3:60])[CH2:58][CH3:59])[C@H:28]([O:55][CH3:56])[CH2:29][C:30]([N:32]3[CH2:36][CH2:35][CH2:34][C@H:33]3[C@H:37]([O:53][CH3:54])[C@@H:38]([CH3:52])[C:39]([NH:41][C@H:42]([CH3:51])[C@@H:43]([OH:50])[C:44]3[CH:49]=[CH:48][CH:47]=[CH:46][CH:45]=3)=[O:40])=[O:31])[CH3:26])=[O:24])[CH:20]([CH3:22])[CH3:21])=O)C3C(=CC=CC=3)C=2C=CC=1.C1COCC1.C(NCC)C>>[OH:50][C@@H:43]([C:44]1[CH:45]=[CH:46][CH:47]=[CH:48][CH:49]=1)[C@H:42]([NH:41][C:39](=[O:40])[C@H:38]([CH3:52])[C@H:37]([C@@H:33]1[CH2:34][CH2:35][CH2:36][N:32]1[C:30](=[O:31])[CH2:29][C@@H:28]([O:55][CH3:56])[C@@H:27]([N:25]([CH3:26])[C:23](=[O:24])[C@H:19]([CH:20]([CH3:21])[CH3:22])[NH2:18])[C@@H:57]([CH3:60])[CH2:58][CH3:59])[O:53][CH3:54])[CH3:51] |f:1.2|. Reported procedure: To a stirring solution of #132 (1.33 g, 1.60 mmol, 1.0 eq) in 10 mL of THF diethylamine (5 mL, 50 mM, 31.3 eq) was added. The reaction was allowed to stir at room temperature for 4 hours. Reaction was concentrated in vacuo and the residue was purified by silica chromatography (Gradient: 0%-30% methanol in ethyl acetate) producing #133 (418 mg, 43%) as a white solid. LC-MS (Protocol Q1): m/z 605.2 [M+H+] retention time=1.48 minutes. Reactants: CC(C)(C)O, C1CCOC1, CC=C(C)C, [O-][Cl+][O-], COc1ccc(Oc2c(Cl)cc([N+](=O)[O-])cc2Cl)cc1C=O, Cl, [K+], [K+], [K+], [Na+], O=P([O-])([O-])[O-]. Yields the product COc1ccc(Oc2c(Cl)cc([N+](=O)[O-])cc2Cl)cc1C(=O)O. Reaction SMILES: [C:46]([OH:47])([CH3:48])([CH3:49])[CH3:50].[CH2:33]1[O:34][CH2:35][CH2:36][CH2:37]1.[CH3:23][C:24](=[CH:25][CH3:26])[CH3:27].[Cl+:28]([O-:29])[O-:30].[Cl:1][c:2]1[c:3]([O:4][c:5]2[cH:6][cH:7][c:8]([O:13][CH3:14])[c:9]([CH:10]=[O:11])[cH:12]2)[c:15]([Cl:22])[cH:16][c:17]([N+:19](=[O:20])[O-:21])[cH:18]1.[ClH:32].[K+:43].[K+:44].[K+:45].[Na+:31].[P:38]([O-:39])([O-:40])([O-:41])=[O:42]>>[Cl:1][c:2]1[c:3]([O:4][c:5]2[cH:6][cH:7][c:8]([O:13][CH3:14])[c:9]([C:10](=[O:11])[OH:29])[cH:12]2)[c:15]([Cl:22])[cH:16][c:17]([N+:19](=[O:20])[O-:21])[cH:18]1. Reactants: C1CCNCC1, COC(=O)c1cc(N)c2nc(-c3ccc(Br)o3)nn2c1, Cc1ccccc1, C[Al](C)C, Cl, C1COCCO1. Yields the product Nc1cc(C(=O)N2CCCCC2)cn2nc(-c3ccc(Br)o3)nc12. Reaction SMILES: [CH2:1]1[CH2:2][CH2:3][NH:4][CH2:5][CH2:6]1.[CH3:11][O:12][C:13](=[O:14])[c:15]1[cH:16][c:17]([NH2:30])[c:18]2[n:19]([cH:20]1)[n:21][c:22](-[c:24]1[o:25][c:26]([Br:29])[cH:27][cH:28]1)[n:23]2.[CH3:38][c:39]1[cH:40][cH:41][cH:42][cH:43][cH:44]1.[CH3:7][Al:8]([CH3:9])[CH3:10].[ClH:31].[O:32]1[CH2:33][CH2:34][O:35][CH2:36][CH2:37]1>>[CH2:1]1[CH2:2][CH2:3][N:4]([C:13](=[O:14])[c:15]2[cH:16][c:17]([NH2:30])[c:18]3[n:19]([cH:20]2)[n:21][c:22](-[c:24]2[o:25][c:26]([Br:29])[cH:27][cH:28]2)[n:23]3)[CH2:5][CH2:6]1. Starting materials: CO (methanol), OC1=CC=C2C=CN(C(C2=C1)=O)C=1C=C(C(=O)O)C=CC1C (3-(7-hydroxy-1-oxoisoquinolin-2(1H)-yl)-4-methylbenzoic acid), S(=O)(Cl)Cl (thionyl chloride), CN(C)C=O (DMF). Run in C(Cl)Cl (methylene chloride). Reaction conditions: temperature 40 celsius, time 2.5 hour. Product: OC1=CC=C2C=CN(C(C2=C1)=O)C=1C=C(C(=O)OC)C=CC1C (methyl 3-(7-hydroxy-1-oxoisoquinolin-2(1H)-yl)-4-methylbenzoate). RXN SMILES: [OH:1][C:2]1[CH:11]=[C:10]2[C:5]([CH:6]=[CH:7][N:8]([C:13]3[CH:14]=[C:15]([CH:19]=[CH:20][C:21]=3[CH3:22])[C:16]([OH:18])=[O:17])[C:9]2=[O:12])=[CH:4][CH:3]=1.S(Cl)(Cl)=O.[CH3:27]N(C=O)C.CO>C(Cl)Cl>[OH:1][C:2]1[CH:11]=[C:10]2[C:5]([CH:6]=[CH:7][N:8]([C:13]3[CH:14]=[C:15]([CH:19]=[CH:20][C:21]=3[CH3:22])[C:16]([O:18][CH3:27])=[O:17])[C:9]2=[O:12])=[CH:4][CH:3]=1. Procedure: To a stirred solution of 3-(7-hydroxy-1-oxoisoquinolin-2(1H)-yl)-4-methylbenzoic acid (440 mg) and thionyl chloride (0.131 ml) in methylene chloride (8 ml) was added DMF (0.14 ml) and the solution was heated at 40° C. for 2 hours. The reaction mixture was allowed to cool to room temperature before the addition of methanol (5 ml) and stirring continued for 2.5 hours. The reaction mixture was concentrated and then dissolved in ethyl acetate and washed with saturated aqueous sodium hydrogen carbona...